describe an organic reaction: reactants, conditions, products, and yield From a dataset of the Open Reaction Database (ORD), a public repository of structured organic reaction records. The reactants are BrCC=CC1=CC(=C(C(=O)OC)C=C1)C1=CC=C(C=C1)F (methyl 4-(3-bromoprop-1-en-1-yl)-2-(4-fluorophenyl)benzoate), IC1=CN=CN1C (5-iodo-1-methyl-imidazole), C(C1=CC=CC=C1)(C1=CC=CC=C1)(C1=CC=CC=C1)N1C=NC=C1C/C=C/C1=CC(=C(C(=O)OC)C=C1)C1=CC=C(C=C1)F (methyl 4-[(E)-3-(1-tritylimidazol-5-yl)prop-1-en-1-yl]-2-(4-fluorophenyl)benzoate). Yields the product CN1C=NC=C1CC=CC1=CC(=C(C(=O)OC)C=C1)C1=CC=C(C=C1)F (Methyl 4-[3-(1-methylimidazol-5-yl)prop-1-en-1-yl]-2-(4-fluorophenyl)benzoate). Yield: 59.0%. As a reaction SMILES: BrCC=CC1C=CC(C(OC)=O)=C(C2C=CC(F)=CC=2)C=1.IC1N(C)C=NC=1.[C:29]([N:48]1[C:52]([CH2:53]/[CH:54]=[CH:55]/[C:56]2[CH:65]=[CH:64][C:59]([C:60]([O:62][CH3:63])=[O:61])=[C:58]([C:66]3[CH:71]=[CH:70][C:69]([F:72])=[CH:68][CH:67]=3)[CH:57]=2)=[CH:51][N:50]=[CH:49]1)(C1C=CC=CC=1)(C1C=CC=CC=1)C1C=CC=CC=1>>[CH3:29][N:48]1[C:52]([CH2:53][CH:54]=[CH:55][C:56]2[CH:65]=[CH:64][C:59]([C:60]([O:62][CH3:63])=[O:61])=[C:58]([C:66]3[CH:71]=[CH:70][C:69]([F:72])=[CH:68][CH:67]=3)[CH:57]=2)=[CH:51][N:50]=[CH:49]1. Procedure details: Methyl 4-[3-(1-methylimidazol-5-yl)prop-1-en-1-yl]-2-(4-fluorophenyl)benzoate was prepared from methyl 4-(3-bromoprop-1-en-1-yl)-2-(4-fluorophenyl)benzoate and 5-iodo-1-methyl-imidazole using a similar method to that described for methyl 4-[(E)-3-(1-tritylimidazol-5-yl)prop-1-en-1-yl]-2-(4-fluorophenyl)benzoate in Example 37. The reactants are CC(CO)Nc1c(Br)cnc2cc(Cl)ccc12, CC(C)(C)[O-], [K+], CN(C)C=O, O. Yields the product CC1COc2cnc3cc(Cl)ccc3c2N1. RXN SMILES: [Br:1][c:2]1[cH:3][n:4][c:5]2[cH:6][c:7]([Cl:17])[cH:8][cH:9][c:10]2[c:11]1[NH:12][CH:13]([CH2:14][OH:15])[CH3:16].[CH3:18][C:19]([CH3:20])([O-:21])[CH3:22].[K+:23].[O:24]=[CH:25][N:26]([CH3:27])[CH3:28].[OH2:29]>>[c:2]12[cH:3][n:4][c:5]3[cH:6][c:7]([Cl:17])[cH:8][cH:9][c:10]3[c:11]1[NH:12][CH:13]([CH3:16])[CH2:14][O:15]2. Starting materials: CC(C)(C)c1ccc(CS)cc1, CC(C)(C)n1ncc(Br)c(Br)c1=O, CC[N+](CC)(CC)Cc1ccccc1, [Cl-], ClCCl, [Na+], [OH-], O. Product: CC(C)(C)c1ccc(CSc2cnn(C(C)(C)C)c(=O)c2Br)cc1. Reaction SMILES: [C:19]([CH3:20])([CH3:21])([CH3:22])[c:23]1[cH:24][cH:25][c:26]([CH2:27][SH:28])[cH:29][cH:30]1.[C:6]([CH3:7])([CH3:8])([CH3:9])[n:10]1[n:11][cH:12][c:13]([Br:18])[c:14]([Br:17])[c:15]1=[O:16].[CH2:33]([N+:34]([CH2:35][CH3:36])([CH2:37][CH3:38])[CH2:39][c:40]1[cH:41][cH:42][cH:43][cH:44][cH:45]1)[CH3:46].[Cl-:32].[Cl:3][CH2:4][Cl:5].[Na+:2].[OH-:1].[OH2:31]>>[C:6]([CH3:7])([CH3:8])([CH3:9])[n:10]1[n:11][cH:12][c:13]([S:28][CH2:27][c:26]2[cH:25][cH:24][c:23]([C:19]([CH3:20])([CH3:21])[CH3:22])[cH:30][cH:29]2)[c:14]([Br:17])[c:15]1=[O:16]. Starting materials: C(C)OC1=CC=C(\C=C/2\C(N(C(S2)=O)CCC)=O)C=C1 ((Z)-5-(4-ethoxybenzylidene)-3-propylthiazolidine-2,4-dione), C(C)OC1=CC=C(\C=C/2\C(NC(S2)=O)=O)C=C1 ((Z)-5-(4-ethoxybenzylidene)thiazolidine-2,4-dione), BrCC1=CC=C(C(=O)OC(C)(C)C)C=C1 (tert-butyl 4-(bromomethyl)benzoate), C([O-])([O-])=O.[K+].[K+] (potassium carbonate). The product is C(C)OC1=CC=C(\C=C/2\C(N(C(S2)=O)CC2=CC=C(C(=O)OC(C)(C)C)C=C2)=O)C=C1 ((Z)-tert-butyl 4-((5-(4-ethoxybenzylidene)-2,4-dioxothiazolidin-3-yl)methyl)benzoate). Reaction SMILES: [CH2:1]([O:3][C:4]1[CH:17]=[CH:16][C:7](/[CH:8]=[C:9]2/[C:10](=[O:15])[NH:11][C:12](=[O:14])[S:13]/2)=[CH:6][CH:5]=1)[CH3:2].Br[CH2:19][C:20]1[CH:32]=[CH:31][C:23]([C:24]([O:26][C:27]([CH3:30])([CH3:29])[CH3:28])=[O:25])=[CH:22][CH:21]=1.C(=O)([O-])[O-].[K+].[K+].C(OC1C=CC(/C=C2/C(=O)N(CCC)C(=O)S/2)=CC=1)C>>[CH2:1]([O:3][C:4]1[CH:17]=[CH:16][C:7](/[CH:8]=[C:9]2/[C:10](=[O:15])[N:11]([CH2:19][C:20]3[CH:32]=[CH:31][C:23]([C:24]([O:26][C:27]([CH3:28])([CH3:30])[CH3:29])=[O:25])=[CH:22][CH:21]=3)[C:12](=[O:14])[S:13]/2)=[CH:6][CH:5]=1)[CH3:2] |f:2.3.4|. Procedure details: The title compound 28p was prepared from compound 2 (75 mg, 0.30 mmol), tert-butyl 4-(bromomethyl)benzoate (106 mg, 0.39 mmol) and potassium carbonate (83 mg, 0.60 mmol) in a manner similar to that described for 28d in 96.4% (127 mg) yield as a white solid. Starting materials: C1(CCC(CC1)C(C)C)(C)OC(=O)[C@@H]1CC=2N(C3=CC=CC=C3C2)CC1 (6,7,8,9-tetrahydropyrido[1,2-a]indole-8(S)-carboxylic acid l-menthyl ester), S(O)(O)(=O)=O (sulfuric acid). Solvent: ice water. Product: C1=C2C=C3N(C2=CC=C1)CC[C@@H](C3)C(=O)O (6,7,8,9-tetrahydropyrido[1,2-a]indole-8(S)-carboxylic acid). Isolated yield 98.6%. As a reaction SMILES: C1([O:11][C:12]([C@H:14]2[CH2:26][CH2:25][N:17]3[C:18]4[C:23]([CH:24]=[C:16]3[CH2:15]2)=[CH:22][CH:21]=[CH:20][CH:19]=4)=[O:13])(C)CCC(C(C)C)CC1.S(=O)(=O)(O)O>>[CH:22]1[CH:21]=[CH:20][CH:19]=[C:18]2[C:23]=1[CH:24]=[C:16]1[CH2:15][C@@H:14]([C:12]([OH:13])=[O:11])[CH2:26][CH2:25][N:17]12. Procedure: To 40 g (114 mmol) of 6,7,8,9-tetrahydropyrido[1,2-a]indole-8(S)-carboxylic acid l-menthyl ester were added 50 ml of concentrated sulfuric acid and the mixture obtained was stirred until all starting material had dissolved (about 20 minutes). The solution was poured carefully into 1500 ml of ice-water and the resulting precipitate was filtered off, washed with petroleum ether/toluene (3:1) and dried to give 24.2 g of 6,7,8,9-tetrahydropyrido[1,2-a]indole-8(S)-carboxylic acid as a white solid of ... The reactants are N1CCC2=CC=CC=C12 (Indoline), [Br-].[Br-].[Br-].[NH+]1=CC=CC=C1.[NH+]1=CC=CC=C1.[NH+]1=CC=CC=C1 (pyridinium tribromide). The solvent is ClCCl (dichloromethane). Product: BrC=1C=C2CCNC2=C(C1)Br (5,7-dibromoindoline). Yield: 84.1%. RXN SMILES: [NH:1]1[C:9]2[C:4](=[CH:5][CH:6]=[CH:7][CH:8]=2)[CH2:3][CH2:2]1.[Br-:10].[Br-:11].[Br-].[NH+]1C=CC=CC=1.[NH+]1C=CC=CC=1.[NH+]1C=CC=CC=1>ClCCl>[Br:10][C:6]1[CH:5]=[C:4]2[C:9](=[C:8]([Br:11])[CH:7]=1)[NH:1][CH2:2][CH2:3]2 |f:1.2.3.4.5.6|. Procedure: Part A: Indoline (2.2 g, 18.04 mmol), dissolved in dichloromethane (160 mL) was stirred with pyridinium tribromide (12 g, 37.6 mmol) for 16 h at 25° C. The reaction was quenched with sat NaHSO3 (50 mL) and water (50 mL). The dichloromethane was separated, dried (MgSO4) and stripped in vacuo. The residue was chromatographed on silica gel using 20% ethyl acetate/hexanes as eluent to give 5,7-dibromoindoline (4.2 g, 84% yield). 1H NMR(CDCl3) δ 7.28 (m, 1H), 7.11 (s, 1H), 3.96 (s br, 1H ), 3.63 (t J... The product is CC(C)(C)Nc1nc(Oc2ccc(Br)c(C=O)c2)ccc1C#N. Reaction SMILES: [Br:15][c:16]1[c:17]([CH:18]=[O:19])[cH:20][c:21]([OH:24])[cH:22][cH:23]1.[C:1]([CH3:2])([CH3:3])([CH3:4])[NH:5][c:6]1[c:7]([C:8]#[N:9])[cH:10][cH:11][c:12]([Cl:14])[n:13]1.[K+:25].[K+:26].[O-:27][C:28]([O-:29])=[O:30].[O:31]=[CH:32][N:33]([CH3:34])[CH3:35]>>[C:1]([CH3:2])([CH3:3])([CH3:4])[NH:5][c:6]1[c:7]([C:8]#[N:9])[cH:10][cH:11][c:12]([O:24][c:21]2[cH:20][c:17]([CH:18]=[O:19])[c:16]([Br:15])[cH:23][cH:22]2)[n:13]1. Reactants: O=Cc1cc(O)ccc1Br, CC(C)(C)Nc1nc(Cl)ccc1C#N, [K+], [K+], O=C([O-])[O-], CN(C)C=O. Starting materials: CC(C)([O-])C.[Na+] (sodium tert-butoxide), C1=CC=CC=2C3=CC=CC=C3NC12 (9-H-carbazole), BrC1=NC=CC=C1 (2-bromopyridine). Reagents/catalysts: C=1C=CC(=CC1)/C=C/C(=O)/C=C/C2=CC=CC=C2.C=1C=CC(=CC1)/C=C/C(=O)/C=C/C2=CC=CC=C2.C=1C=CC(=CC1)/C=C/C(=O)/C=C/C2=CC=CC=C2.[Pd].[Pd] (Pd2(dba)3), C1(CCCCC1)P(C=1C=C(C=CC1)C1=C(C=CC=C1OC)OC)C1CCCCC1 (dicyclohexyl(2′,6′-dimethoxy-[1,1′-biphenyl]-3-yl)phosphine). Solvent: C1(=CC=CC=C1)C (toluene). Conditions: time 15 minute. Product: N1=C(C=CC=C1)N1C2=CC=CC=C2C=2C=CC=CC12 (9-(pyridin-2-yl)-9H-carbazole). The yield is 82.9%. As a reaction SMILES: [CH:1]1[C:13]2[NH:12][C:11]3[C:6](=[CH:7][CH:8]=[CH:9][CH:10]=3)[C:5]=2[CH:4]=[CH:3][CH:2]=1.Br[C:15]1[CH:20]=[CH:19][CH:18]=[CH:17][N:16]=1.CC(C)([O-])C.[Na+]>C1(C)C=CC=CC=1.C1C=CC(/C=C/C(/C=C/C2C=CC=CC=2)=O)=CC=1.C1C=CC(/C=C/C(/C=C/C2C=CC=CC=2)=O)=CC=1.C1C=CC(/C=C/C(/C=C/C2C=CC=CC=2)=O)=CC=1.[Pd].[Pd].C1(P(C2CCCCC2)C2C=C(C3C(OC)=CC=CC=3OC)C=CC=2)CCCCC1>[N:16]1[CH:17]=[CH:18][CH:19]=[CH:20][C:15]=1[N:12]1[C:11]2[CH:10]=[CH:9][CH:8]=[CH:7][C:6]=2[C:5]2[C:13]1=[CH:1][CH:2]=[CH:3][CH:4]=2 |f:2.3,5.6.7.8.9|. Reported procedure: 9-H-carbazole (20 g, 120 mmol), and 2-bromopyridine (13 mL, 132 mmol) were mixed in dry toluene (500 mL). The solution was bubbled nitrogen while stirring for 15 min. Pd2(dba)3 (0.6 g, 0.66 mmol), dicyclohexyl(2′,6′-dimethoxy-[1,1′-biphenyl]-3-yl)phosphine (1 g, 0.24 mmol) and sodium tert-butoxide (20 g, 200 mmol) were added in sequence. The mixture was heated to reflux overnight under nitrogen. After cooling, the reaction mixture was filtered through Celite®/silica pad and the solvent was then ...